This data is from the Open Reaction Database (ORD), a public repository of structured organic reaction records. The task is: describe an organic reaction: reactants, conditions, products, and yield Reactants: [Al+3], CC(=O)NCCCCCCCCCCC(=O)Cl, CC(=O)NCCCCCCCCCCC(=O)O, ClCCl, [Cl-], [Cl-], [Cl-], O=C(Cl)C(=O)Cl, Cl, COc1ccccc1F, CN(C)C=O, O. The product is COc1ccc(C(=O)CCCCCCCCCCNC(C)=O)cc1F. RXN SMILES: [Al+3:51].[C:24]([NH:25][CH2:26][CH2:27][CH2:28][CH2:29][CH2:30][CH2:31][CH2:32][CH2:33][CH2:34][CH2:35][C:36]([Cl:37])=[O:38])(=[O:39])[CH3:40].[C:7]([CH3:8])(=[O:9])[NH:10][CH2:11][CH2:12][CH2:13][CH2:14][CH2:15][CH2:16][CH2:17][CH2:18][CH2:19][CH2:20][C:21](=[O:22])[OH:23].[CH2:55]([Cl:56])[Cl:57].[Cl-:50].[Cl-:52].[Cl-:53].[Cl:1][C:2]([C:3]([Cl:4])=[O:5])=[O:6].[ClH:54].[F:41][c:42]1[c:43]([O:48][CH3:49])[cH:44][cH:45][cH:46][cH:47]1.[O:59]=[CH:60][N:61]([CH3:62])[CH3:63].[OH2:58]>>[C:7]([CH3:8])(=[O:9])[NH:10][CH2:11][CH2:12][CH2:13][CH2:14][CH2:15][CH2:16][CH2:17][CH2:18][CH2:19][CH2:20][C:21](=[O:23])[c:46]1[cH:45][cH:44][c:43]([O:48][CH3:49])[c:42]([F:41])[cH:47]1. The reactants are COC=1C(=C2CCCC(C2=CC1)C#N)N (6-methoxy-5-amino-1, 2,3,4 -tetrahydronaphthalene-1-carbonitrile), CS(=O)(=O)Cl (methanesulfonyl chloride). Solvent: CCOC(=O)C (EtOAc), N1=CC=CC=C1 (pyridine). Reaction conditions: temperature 25 celsius, time 2 hour. Yields the product C(#N)C1C=2C=CC(=C(C2CCC1)NS(=O)(=O)C)OC ((±)-N-(5-Cyano-2-methoxy-5,6,7,8 -tetrahydronaphthalen-1 -yl ) methane-sulfonamide). The yield is 445.9%. As a reaction SMILES: [CH3:1][O:2][C:3]1[C:4]([NH2:15])=[C:5]2[C:10](=[CH:11][CH:12]=1)[CH:9]([C:13]#[N:14])[CH2:8][CH2:7][CH2:6]2.[CH3:16][S:17](Cl)(=[O:19])=[O:18]>N1C=CC=CC=1.CCOC(C)=O>[C:13]([CH:9]1[CH2:8][CH2:7][CH2:6][C:5]2[C:4]([NH:15][S:17]([CH3:16])(=[O:19])=[O:18])=[C:3]([O:2][CH3:1])[CH:12]=[CH:11][C:10]1=2)#[N:14]. Procedure: To a solution of 6-methoxy-5-amino-1, 2,3,4 -tetrahydronaphthalene-1-carbonitrile (1.7 g, 8.3 mmol) in 20 ml of anhydrous pyridine was added methanesulfonyl chloride (1.9 ml, 1.2 mmol). The resulting solution was stirred for 2 h at 25° C. The reaction mixture was concentrated in vacuo to yield an oily residue which was redissolved in EtOAc and washed with aqueous NaHCO3. The organic layer was dried over Na2SO4 and concentrated in vacuo to provide an oily residue which was purified by column chro... Reactants: C(=O)(OC(C)(C)C)N1[C@@H](C(=O)O)CCC1 (N-BOC-(R)-proline), CO (MeOH). Yields the product C(=O)(OC(C)(C)C)N1[C@H](CCC1)C#C (1-BOC-2-(R)-ethynylpyrrolidine). As a reaction SMILES: [C:1]([N:8]1[CH2:15][CH2:14][CH2:13][C@@H:9]1[C:10](O)=O)([O:3][C:4]([CH3:7])([CH3:6])[CH3:5])=[O:2].[CH3:16]O>>[C:1]([N:8]1[CH2:15][CH2:14][CH2:13][C@@H:9]1[C:10]#[CH:16])([O:3][C:4]([CH3:7])([CH3:6])[CH3:5])=[O:2]. Procedure details: The title compound was prepared from N-BOC-(R)-proline according to the procedures of Examples 1a-c above. [α]D≤ +113.0 (c 0.94, MeOH). The reactants are CC(=O)N1C=C(c2ccccc2)N(CC(=O)NC(C=O)Cc2ccccc2)C(=O)C1C(C)C, CCOC(C)=O, N#C[K], [Na+], O, O=S([O-])O. Yields the product CC(=O)N1C=C(c2ccccc2)N(CC(=O)NC(Cc2ccccc2)C(O)C#N)C(=O)C1C(C)C. RXN SMILES: [C:1]([CH3:2])(=[O:3])[N:4]1[CH:5]([CH:31]([CH3:32])[CH3:33])[C:6](=[O:30])[N:7]([CH2:16][C:17](=[O:18])[NH:19][CH:20]([CH:21]=[O:22])[CH2:23][c:24]2[cH:25][cH:26][cH:27][cH:28][cH:29]2)[C:8]([c:10]2[cH:11][cH:12][cH:13][cH:14][cH:15]2)=[CH:9]1.[CH3:39][CH2:40][O:41][C:42](=[O:43])[CH3:44].[K:45][C:46]#[N:47].[Na+:34].[OH2:48].[OH:35][S:36](=[O:37])[O-:38]>>[C:1]([CH3:2])(=[O:3])[N:4]1[CH:5]([CH:31]([CH3:32])[CH3:33])[C:6](=[O:30])[N:7]([CH2:16][C:17](=[O:18])[NH:19][CH:20]([CH:21]([OH:22])[C:46]#[N:47])[CH2:23][c:24]2[cH:25][cH:26][cH:27][cH:28][cH:29]2)[C:8]([c:10]2[cH:11][cH:12][cH:13][cH:14][cH:15]2)=[CH:9]1. Starting materials: CN1C(C(=CC(=C1)[N+](=O)[O-])[N+](=O)[O-])=O (1-methyl-3,5-dinitro-2-pyridone), CC1(C(CCC1)=O)C (2,2-dimethyl-cyclopentanone), N (ammonia). Solvent: CO (methanol). Yields the product CC1(CCC=2C1=NC=C(C2)[N+](=O)[O-])C (5,6-Dihydro-7,7-Dimethyl-3-nitro-cyclopenta[b]pyridine). The yield is 23.8%. As a reaction SMILES: C[N:2]1[CH:7]=[C:6]([N+]([O-])=O)[CH:5]=[C:4]([N+:11]([O-:13])=[O:12])[C:3]1=O.[CH3:15][C:16]1(C)[CH2:20]C[CH2:18][C:17]1=O.N>CO>[CH3:15][C:16]1([CH3:20])[C:7]2=[N:2][CH:3]=[C:4]([N+:11]([O-:13])=[O:12])[CH:5]=[C:6]2[CH2:18][CH2:17]1. Procedure: A mixture of 1-methyl-3,5-dinitro-2-pyridone (0.8 g, 4.0 mmol), 2,2-dimethyl-cyclopentanone (0.45 g, 4.0 mmol) and ammonia solution (2.0M) in methanol (40 mL) was refluxed overnight. The solvent was removed in vacuo and the residue was dissolved in ethyl acetate. The soluble portion was flash chromatographed over silica gel (eluent 90:10 v/v ethyl acetate-hexane) to give a yellow solid (0.183 g, 24% yield). The reactants are CCN(C(C)C)C(C)C (DIPEA), ClC(=O)OC (methyl chloroformate), Cl.Cl.NC1CCCCCC=CC2CC2(NC(C2CC(CN2C1=O)OC1=NC=CC2=CC=CC=C12)=O)C(=O)NS(=O)(=O)C1CC1 (cyclopropanesulfonic acid [14-amino-18-(isoquinolin-1-yloxy)-2,15-dioxo-3,16-diaza-tricyclo[14.3.0.04,6]nonadec-7-ene-4-carbonyl]-amide bis hydrochloride), CO.C(Cl)Cl (MeOH DCM). Solvent: C(Cl)Cl (DCM), CCOC(=O)C (EtOAc). Conditions: time 2 hour. Yields the product COC(NC1CCCCCC=CC2CC2(NC(C2CC(CN2C1=O)OC1=NC=CC2=CC=CC=C12)=O)C(=O)NS(=O)(=O)C1CC1)=O ([4-Cyclopropanesulfonylaminocarbonyl-18-(isoquinolin-1-yloxy)-2,15-dioxo-3,16-diaza-tricyclo[14.3.0.04,6]nonadec-7-en-14-yl]-carbamic acid methyl ester). Isolated yield 81.6%. Reaction SMILES: Cl.Cl.[NH2:3][CH:4]1[C:22](=[O:23])[N:21]2[CH:17]([CH2:18][CH:19]([O:24][C:25]3[C:34]4[C:29](=[CH:30][CH:31]=[CH:32][CH:33]=4)[CH:28]=[CH:27][N:26]=3)[CH2:20]2)[C:16](=[O:35])[NH:15][C:14]2([C:36]([NH:38][S:39]([CH:42]3[CH2:44][CH2:43]3)(=[O:41])=[O:40])=[O:37])[CH:12]([CH2:13]2)[CH:11]=[CH:10][CH2:9][CH2:8][CH2:7][CH2:6][CH2:5]1.CCN(C(C)C)C(C)C.Cl[C:55]([O:57][CH3:58])=[O:56].CO.C(Cl)Cl>C(Cl)Cl.CCOC(C)=O>[CH3:58][O:57][C:55](=[O:56])[NH:3][CH:4]1[C:22](=[O:23])[N:21]2[CH:17]([CH2:18][CH:19]([O:24][C:25]3[C:34]4[C:29](=[CH:30][CH:31]=[CH:32][CH:33]=4)[CH:28]=[CH:27][N:26]=3)[CH2:20]2)[C:16](=[O:35])[NH:15][C:14]2([C:36]([NH:38][S:39]([CH:42]3[CH2:43][CH2:44]3)(=[O:40])=[O:41])=[O:37])[CH:12]([CH2:13]2)[CH:11]=[CH:10][CH2:9][CH2:8][CH2:7][CH2:6][CH2:5]1 |f:0.1.2,5.6|. Procedure details: To a mixture of cyclopropanesulfonic acid [14-amino-18-(isoquinolin-1-yloxy)-2,15-dioxo-3,16-diaza-tricyclo[14.3.0.04,6]nonadec-7-ene-4-carbonyl]-amide bis hydrochloride (50 mg, 0.075 mmol) in 2 mL of DCM was added 44 μL (0.25 mmol)of DIPEA and 9 mg (0.10 mmol) of methyl chloroformate. The mixture was stirred at rt for 2 h. It was then diluted with EtOAc and washed with pH 4 buffer (2×) and brine (1×). The organic phase was dried (MgSO4) and concentrated in vacuo to give the crude product. Flash... Product: Cl.OC1=CC=C(C=C1)C1=CCCNC12CCCCC2 (5-(4-hydroxyphenyl)-1-azaspiro[5.5]undec-4-ene hydrochloride). Procedure details: A mixture of 5-(4-methoxyphenyl)-1-azaspiro[5.5]undec-4-ene hydrochloride (1.0 g), glacial acetic acid (20 ml) and hydrobromic acid (48%, 20 ml) was heated under reflux for 6.5 hours then allowed to cool. The mixture was neutralised by the addition of saturated aqueous sodium hydrogen carbonate solution and the product extracted into ether (3×100 ml). The extracts were combined, dried over magnesium sulphate and the solvent removed in vacuo to give a solid which was purified via flash chromatogr... Run in C(C)(=O)O (acetic acid). Starting materials: Cl.COC1=CC=C(C=C1)C1=CCCNC12CCCCC2 (5-(4-methoxyphenyl)-1-azaspiro[5.5]undec-4-ene hydrochloride), Br (hydrobromic acid), C(O)([O-])=O.[Na+] (sodium hydrogen carbonate). As a reaction SMILES: [ClH:1].C[O:3][C:4]1[CH:9]=[CH:8][C:7]([C:10]2[C:15]3([CH2:20][CH2:19][CH2:18][CH2:17][CH2:16]3)[NH:14][CH2:13][CH2:12][CH:11]=2)=[CH:6][CH:5]=1.Br.C(=O)([O-])O.[Na+]>C(O)(=O)C>[ClH:1].[OH:3][C:4]1[CH:9]=[CH:8][C:7]([C:10]2[C:15]3([CH2:16][CH2:17][CH2:18][CH2:19][CH2:20]3)[NH:14][CH2:13][CH2:12][CH:11]=2)=[CH:6][CH:5]=1 |f:0.1,3.4,6.7|.